This data is from the Open Reaction Database (ORD), a public repository of structured organic reaction records. The task is: describe an organic reaction: reactants, conditions, products, and yield The reactants are Br, O=C([O-])[O-], CCOC(C)=O, Cc1ccc(Oc2ccc(N)cc2F)c(C)n1, [Cu]Br, [K+], [K+], O=N[O-], [Na+], O. The product is Cc1ccc(Oc2ccc(Br)cc2F)c(C)n1. RXN SMILES: [BrH:34].[C:22](=[O:23])([O-:24])[O-:25].[CH3:28][CH2:29][O:30][C:31]([CH3:32])=[O:33].[CH3:5][c:6]1[n:7][c:8]([CH3:21])[cH:9][cH:10][c:11]1[O:12][c:13]1[c:14]([F:20])[cH:15][c:16]([NH2:19])[cH:17][cH:18]1.[Cu:36][Br:37].[K+:26].[K+:27].[N:1]([O-:2])=[O:3].[Na+:4].[OH2:35]>>[CH3:5][c:6]1[n:7][c:8]([CH3:21])[cH:9][cH:10][c:11]1[O:12][c:13]1[c:14]([F:20])[cH:15][c:16]([Br:34])[cH:17][cH:18]1. Reactants: FC=1C=C2C(C(NC2=CC1)=O)=O (5-fluoroisatin), C1=2C(=O)OC(NC1=CC=CC2)=O (isatoic anhydride), FC=1C=C2C(C(=O)OC(N2)=O)=CC1 (4-fluoroisatoic anhydride). The product is FC=1C=C2C(C3=NC4=CC=CC=C4C(N3C2=CC1F)=O)=O (8,9-Difluoroindolo[2,1-b]quinazoline-6,12-dione). The yield is 2.0%. As a reaction SMILES: [F:1][C:2]1[CH:3]=[C:4]2[C:8](=[CH:9][CH:10]=1)[NH:7][C:6](=O)[C:5]2=[O:12].[C:13]12[C:19](=[CH:20][CH:21]=[CH:22][CH:23]=1)[NH:18]C(=O)O[C:14]2=[O:15].[F:25]C1C=C2NC(=O)OC(=O)C2=CC=1>>[F:1][C:2]1[CH:3]=[C:4]2[C:8](=[CH:9][C:10]=1[F:25])[N:7]1[C:6](=[N:18][C:19]3[C:13]([C:14]1=[O:15])=[CH:23][CH:22]=[CH:21][CH:20]=3)[C:5]2=[O:12]. Reported procedure: Using the procedure in Example 36 and substituting 5,6-difluoroisatin for 5-fluoroisatin and isatoic anhydride for 4-fluoroisatoic anhydride gave the title compound in 2% yield: mp >250° C. (dec); 1H NMR (300 MHz, DMSO-d6) δ 8.54 (dd, 1H) 8.42 (d, 1H), 8.25 (d, 1H), 7.9 (dd, 1H), 7.78-7.68 (q, 2H); MS (M+H)+ 285. The reactants are CC(CNC1=C(N)C=CC(=C1)NC(=O)OCC)C (2-(2-methylpropylamino)-4-(ethoxycarbonylamino)aniline), FC(C(=O)O)(F)F (trifluoroacetic acid), CC(CN1C(=NC2=C1C=C(C=C2)NC(=O)OCC)C(F)(F)F)C (1-(2-methylpropyl)-2-trifluoromethyl-6-ethoxycarbonylaminobenzimidazole). The solvent is C1(=CC=CC=C1)C (toluene). Yields the product FC(C(=O)NC1=C(C=C(C=C1)NC(=O)OCC)N(CC(C)C)C(=O)C(F)(F)F)(F)F (N-trifluoromethylcarbonyl-2-[(trifluoromethylcarbonyl)(2-methylpropyl)amino]-4-(ethoxycarbonylamino)aniline). Reaction SMILES: CC(C)CNC1C=C(NC(OCC)=[O:14])C=CC=1N.[F:19][C:20]([F:25])([F:24])[C:21]([OH:23])=O.[CH3:26][CH:27]([CH3:48])[CH2:28][N:29]1[C:33]2[CH:34]=[C:35]([NH:38][C:39]([O:41][CH2:42][CH3:43])=[O:40])[CH:36]=[CH:37][C:32]=2[N:31]=[C:30]1[C:44]([F:47])([F:46])[F:45]>C1(C)C=CC=CC=1>[F:45][C:44]([F:47])([F:46])[C:30]([NH:31][C:32]1[CH:37]=[CH:36][C:35]([NH:38][C:39]([O:41][CH2:42][CH3:43])=[O:40])=[CH:34][C:33]=1[N:29]([C:21]([C:20]([F:25])([F:24])[F:19])=[O:23])[CH2:28][CH:27]([CH3:48])[CH3:26])=[O:14]. Procedure: In yet another example, when 2-(2-methylpropylamino)-4-(ethoxycarbonylamino)aniline (R is 2-methylpropyl, X is hydrogen) (13) was treated with trifluoroacetic acid in toluene as described above (Step D of Example 7), a 1:1 mixture of the intermediate 1-(2-methylpropyl)-2-trifluoromethyl-6-ethoxycarbonylaminobenzimidazole (6), and the uncyclized intermediate, N-trifluoromethylcarbonyl-2-[(trifluoromethylcarbonyl)(2-methylpropyl)amino]-4-(ethoxycarbonylamino)aniline (14) was obtained. Treatment of... Starting materials: O (water), FC(C=1C=C(C=C(C1)C(F)(F)F)CC(=O)OC)(F)F (methyl [3,5-bis(trifluoromethyl)phenyl]acetate), BrCCCl (2-bromo-1-chloroethane), [H-].[Na+] (sodium hydride). Solvent: CS(=O)C (DMSO). Conditions: time 5 minute. The product is FC(C=1C=C(C=C(C1)C(F)(F)F)C1(CC1)C(=O)OC)(F)F (methyl 1-[3,5-bis(trifluoromethyl)phenyl]cyclopropanecarboxylate). Yield: 94.0%. Reaction SMILES: [F:1][C:2]([F:19])([F:18])[C:3]1[CH:4]=[C:5]([CH2:13][C:14]([O:16][CH3:17])=[O:15])[CH:6]=[C:7]([C:9]([F:12])([F:11])[F:10])[CH:8]=1.[H-].[Na+].Br[CH2:23][CH2:24]Cl.O>CS(C)=O>[F:1][C:2]([F:18])([F:19])[C:3]1[CH:4]=[C:5]([C:13]2([C:14]([O:16][CH3:17])=[O:15])[CH2:24][CH2:23]2)[CH:6]=[C:7]([C:9]([F:11])([F:12])[F:10])[CH:8]=1 |f:1.2|. Procedure details: The compound (1.76 g) obtained in step 1 was dissolved in DMSO (30 mL), sodium hydride (0.59 g) was added at 0° C., and the mixture was stirred for 5 min. To the reaction mixture was added 2-bromo-1-chloroethane (0.77 mL), and the mixture was stirred at room temperature for 45 min. The reaction mixture was poured into water, and extracted twice with ethyl acetate. The extract was washed with saturated aqueous ammonium chloride solution, dried and concentrated under reduced pressure. The residue ...